From a dataset of the Open Reaction Database (ORD), a public repository of structured organic reaction records. describe an organic reaction: reactants, conditions, products, and yield The reactants are CS(=O)(=O)Cl, OCCOCCc1ccc(Cl)cc1. The product is CS(=O)(=O)OCCOCCc1ccc(Cl)cc1. RXN SMILES: [CH3:14][S:15]([Cl:16])(=[O:17])=[O:18].[Cl:1][c:2]1[cH:3][cH:4][c:5]([CH2:8][CH2:9][O:10][CH2:11][CH2:12][OH:13])[cH:6][cH:7]1>>[Cl:1][c:2]1[cH:3][cH:4][c:5]([CH2:8][CH2:9][O:10][CH2:11][CH2:12][O:13][S:15]([CH3:14])(=[O:17])=[O:18])[cH:6][cH:7]1.